Dataset: the Open Reaction Database (ORD), a public repository of structured organic reaction records. Task: describe an organic reaction: reactants, conditions, products, and yield Starting materials: ClC=1C=CC2=C(C(N(CC=3N2C=NC3C3=NOC(=N3)CCl)C)=O)C1 (8-chloro-3-(5-chloromethyl-1,2,4-oxadiazol-3-yl)-5-methyl-5,6-dihydro-4H-imidazo[1,5-a][1,4]benzodiazepin-6-one), C(CC)N (propylamine). Run in CN(C=O)C (N,N-dimethylformamide). Conditions: time 1.5 hour. The product is ClC=1C=CC2=C(C(N(CC=3N2C=NC3C3=NOC(=N3)CNCCC)C)=O)C1 (8-chloro-3-(5-propylaminomethyl-1,2,4-oxadiazol-3-yl)-5-methyl-5,6-dihydro-4H-imidazo[1,5-a][1,4]benzodiazepin-6-one). The yield is 60.3%. RXN SMILES: [Cl:1][C:2]1[CH:3]=[CH:4][C:5]2[N:11]3[CH:12]=[N:13][C:14]([C:15]4[N:19]=[C:18]([CH2:20]Cl)[O:17][N:16]=4)=[C:10]3[CH2:9][N:8]([CH3:22])[C:7](=[O:23])[C:6]=2[CH:24]=1.[CH2:25]([NH2:28])[CH2:26][CH3:27]>CN(C)C=O>[Cl:1][C:2]1[CH:3]=[CH:4][C:5]2[N:11]3[CH:12]=[N:13][C:14]([C:15]4[N:19]=[C:18]([CH2:20][NH:28][CH2:25][CH2:26][CH3:27])[O:17][N:16]=4)=[C:10]3[CH2:9][N:8]([CH3:22])[C:7](=[O:23])[C:6]=2[CH:24]=1. Reported procedure: A solution of 200 mg (0.54 mmol) of 8-chloro-3-(5-chloromethyl-1,2,4-oxadiazol-3-yl)-5-methyl-5,6-dihydro-4H-imidazo[1,5-a][1,4]benzodiazepin-6-one in 4 ml of N,N-dimethylformamide was treated with 0.136 ml (1.65 mmol) of propylamine and stirred at room temperature under argon for 1.5 hrs. The solution was evaporated and the residue was triturated in 10 ml of water. The aqueous phase was extracted with methylene chloride and the combined extracts were washed twice with water, dried with sodium s... The reactants are CN(C)C=O, Cc1cc(O)ccc1CCCCn1ccnn1, FC(F)(F)c1ccc(-c2cccc(CCl)n2)cc1, [H-], [Na+], O. Yields the product Cc1cc(OCc2cccc(-c3ccc(C(F)(F)F)cc3)n2)ccc1CCCCn1ccnn1. RXN SMILES: [CH3:39][N:40]([CH3:41])[CH:42]=[O:43].[CH3:3][c:4]1[cH:5][c:6]([OH:19])[cH:7][cH:8][c:9]1[CH2:10][CH2:11][CH2:12][CH2:13][n:14]1[n:15][n:16][cH:17][cH:18]1.[Cl:20][CH2:21][c:22]1[n:23][c:24](-[c:28]2[cH:29][cH:30][c:31]([C:34]([F:35])([F:36])[F:37])[cH:32][cH:33]2)[cH:25][cH:26][cH:27]1.[H-:1].[Na+:2].[OH2:38]>>[CH3:3][c:4]1[cH:5][c:6]([O:19][CH2:21][c:22]2[n:23][c:24](-[c:28]3[cH:29][cH:30][c:31]([C:34]([F:35])([F:36])[F:37])[cH:32][cH:33]3)[cH:25][cH:26][cH:27]2)[cH:7][cH:8][c:9]1[CH2:10][CH2:11][CH2:12][CH2:13][n:14]1[n:15][n:16][cH:17][cH:18]1. The reactants are OC([C@H]1CC[C@H](CC1)C(=O)O)C=1SC(=CN1)C1=CC(=CC(=C1)NC1=NC=CC(=N1)C(F)(F)F)C (cis-4-{hydroxy[5-(3-methyl-5-{[4-(trifluoromethyl)pyrimidin-2-yl]amino}phenyl)-1,3-thiazol-2-yl]methyl}cyclohexanecarboxylic acid), C(CCl)Cl (EDC), C=1C=CC2=C(C1)N=NN2O (HOBt), C(C)(C)N(CC)C(C)C (diisopropylethyl amine), [Cl-].[NH4+] (ammonium chloride). The solvent is CN(C)C=O (DMF), O (water). Reaction conditions: time 16 hour. The product is OC([C@H]1CC[C@H](CC1)C(=O)N)C=1SC(=CN1)C1=CC(=CC(=C1)NC1=NC=CC(=N1)C(F)(F)F)C (cis-4-{hydroxy[5-(3-methyl-5-{[4-(trifluoromethyl)pyrimidin-2-yl]amino}phenyl)-1,3-thiazol-2-yl]methyl}cyclohexanecarboxamide). As a reaction SMILES: [OH:1][CH:2]([C:12]1[S:13][C:14]([C:17]2[CH:22]=[C:21]([NH:23][C:24]3[N:29]=[C:28]([C:30]([F:33])([F:32])[F:31])[CH:27]=[CH:26][N:25]=3)[CH:20]=[C:19]([CH3:34])[CH:18]=2)=[CH:15][N:16]=1)[C@@H:3]1[CH2:8][CH2:7][C@H:6]([C:9](O)=[O:10])[CH2:5][CH2:4]1.C(Cl)CCl.C1C=CC2N(O)N=[N:45]C=2C=1.C(N(C(C)C)CC)(C)C.[Cl-].[NH4+]>CN(C=O)C.O>[OH:1][CH:2]([C:12]1[S:13][C:14]([C:17]2[CH:22]=[C:21]([NH:23][C:24]3[N:29]=[C:28]([C:30]([F:33])([F:32])[F:31])[CH:27]=[CH:26][N:25]=3)[CH:20]=[C:19]([CH3:34])[CH:18]=2)=[CH:15][N:16]=1)[C@@H:3]1[CH2:4][CH2:5][C@H:6]([C:9]([NH2:45])=[O:10])[CH2:7][CH2:8]1 |f:4.5|. Reported procedure: To a solution of cis-4-{hydroxy[5-(3-methyl-5-{[4-(trifluoromethyl)pyrimidin-2-yl]amino}phenyl)-1,3-thiazol-2-yl]methyl}cyclohexanecarboxylic acid (24 mg, 0.049 mmol), EDC (19 mg, 0.097 mmol), HOBt (13 mg, 0.097 mmol) and diisopropylethyl amine (51 uL, 0.292 mmol) in DMF (1 mL) was added ammonium chloride (7.8 mg, 0.15 mmol) and the mixture was stirred at room temperature for 16 h. The solution was then diluted with water and extracted with ethyl acetate (3×). The organic layers were combined, d... Reactants: Li2CuCl4, C12(C=CC(CC1)C2)C[Mg]Br (norbornenylmethyl magnesium bromide), C(=C)C(C1=CC=CC=C1)Cl (vinylbenzyl chloride). Run in C1CCOC1 (THF). Yields the product C12(C=CC(CC1)C2)CCC=CC2=CC=CC=C2 (norbornenylethylstyrene). As a reaction SMILES: [C:1]12([CH2:8][Mg]Br)[CH2:7][CH:4]([CH2:5][CH2:6]1)[CH:3]=[CH:2]2.[CH:11]([CH:13](Cl)[C:14]1[CH:19]=[CH:18][CH:17]=[CH:16][CH:15]=1)=[CH2:12]>C1COCC1>[C:1]12([CH2:8][CH2:12][CH:11]=[CH:13][C:14]3[CH:19]=[CH:18][CH:17]=[CH:16][CH:15]=3)[CH2:7][CH:4]([CH2:5][CH2:6]1)[CH:3]=[CH:2]2. Procedure: Monomer norbornenylethylstyrene (N) was first synthesized as shown in FIG. 1. Norbornenylmethyl bromide (mainly the endo isomer) was treated with magnesium in THF to form the corresponding Grignard reagent. In the presence of a catalytic amount of Li2CuCl4, this norbornenylmethyl magnesium bromide (1.15 equiv) was coupled with vinylbenzyl chloride (1 equiv) at −78° C. in THF to produce the p-norbornenylethylstyrene (N) in a conversion of 85%. The 13C and 1H NMR spectra of purified N (silica colu... Starting materials: CC#N, Clc1ccnc(Cl)n1, [Na+], [Na+], O=C([O-])[O-], OB(O)c1cccc(C(F)(F)F)c1O. The product is Oc1c(-c2ccnc(Cl)n2)cccc1C(F)(F)F. As a reaction SMILES: [CH3:29][C:30]#[N:31].[Cl:1][c:2]1[n:3][cH:4][cH:5][c:6]([Cl:8])[n:7]1.[Na+:23].[Na+:24].[O-:25][C:26](=[O:27])[O-:28].[OH:9][c:10]1[c:11]([B:20]([OH:21])[OH:22])[cH:12][cH:13][cH:14][c:15]1[C:16]([F:17])([F:18])[F:19]>>[Cl:1][c:2]1[n:3][cH:4][cH:5][c:6](-[c:11]2[c:10]([OH:9])[c:15]([C:16]([F:17])([F:18])[F:19])[cH:14][cH:13][cH:12]2)[n:7]1.